This data is from the Open Reaction Database (ORD), a public repository of structured organic reaction records. The task is: describe an organic reaction: reactants, conditions, products, and yield Reactants: CN(C)c1ccncc1Br, Cc1ccccc1, CCOC(C)=O, C=C[Sn](CCCC)(CCCC)CCCC, C1CCC2=NCCCN2CC1, O. Yields the product C=Cc1cnccc1N(C)C. Reaction SMILES: [Br:1][c:2]1[cH:3][n:4][cH:5][cH:6][c:7]1[N:8]([CH3:9])[CH3:10].[CH3:38][c:39]1[cH:40][cH:41][cH:42][cH:43][cH:44]1.[CH3:45][CH2:46][O:47][C:48](=[O:49])[CH3:50].[CH:11](=[CH2:12])[Sn:13]([CH2:14][CH2:15][CH2:16][CH3:17])([CH2:18][CH2:19][CH2:20][CH3:21])[CH2:22][CH2:23][CH2:24][CH3:25].[N:27]12[CH2:28][CH2:29][CH2:30][N:31]=[C:32]1[CH2:33][CH2:34][CH2:35][CH2:36][CH2:37]2.[OH2:26]>>[c:2]1([CH:11]=[CH2:12])[cH:3][n:4][cH:5][cH:6][c:7]1[N:8]([CH3:9])[CH3:10]. Product: Cl, Oc1ccc2c3c(ccc2c1)-c1cc(F)cc(F)c1SC3c1ccc(OCCN2CCCCC2)cc1. RXN SMILES: [CH2:48]([Cl:49])[Cl:50].[CH3:46][OH:47].[Cl-:43].[ClH:45].[F:1][c:2]1[c:3]2[c:16]([cH:17][c:18]([F:20])[cH:19]1)-[c:15]1[c:6]([c:7]3[cH:8][cH:9][c:10]([O:21][S:22]([CH3:23])(=[O:24])=[O:25])[cH:11][c:12]3[cH:13][cH:14]1)[CH:5]([c:26]1[cH:27][cH:28][c:29]([O:32][CH2:33][CH2:34][N:35]3[CH2:36][CH2:37][CH2:38][CH2:39][CH2:40]3)[cH:30][cH:31]1)[S:4]2.[K+:42].[NH4+:44].[OH-:41]>>[ClH:43].[F:1][c:2]1[c:3]2[c:16]([cH:17][c:18]([F:20])[cH:19]1)-[c:15]1[c:6]([c:7]3[cH:8][cH:9][c:10]([OH:21])[cH:11][c:12]3[cH:13][cH:14]1)[CH:5]([c:26]1[cH:27][cH:28][c:29]([O:32][CH2:33][CH2:34][N:35]3[CH2:36][CH2:37][CH2:38][CH2:39][CH2:40]3)[cH:30][cH:31]1)[S:4]2. Starting materials: ClCCl, CO, [Cl-], Cl, CS(=O)(=O)Oc1ccc2c3c(ccc2c1)-c1cc(F)cc(F)c1SC3c1ccc(OCCN2CCCCC2)cc1, [K+], [NH4+], [OH-]. The reactants are C1OC2(CCN(CC2)C=2C=C(C=3N(N2)C=NN3)C)OC1 (6-(4,4-ethylenedioxy-1-piperidinyl)-8-methyl-1,2,4-triazolo [4,3-b]pyridazine). Run in C(C)(=O)O (acetic acid). Product: CC=1C=2N(N=C(C1)N1CCC(CC1)=O)C=NN2 (1-(8-methyl-1,2,4-triazolo [4,3-b]pyridazin-6-yl)-4-piperidinone). Reaction SMILES: C1CO[C:3]2([CH2:8][CH2:7][N:6]([C:9]3[CH:10]=[C:11]([CH3:18])[C:12]4[N:13]([CH:15]=[N:16][N:17]=4)[N:14]=3)[CH2:5][CH2:4]2)[O:2]1>C(O)(=O)C>[CH3:18][C:11]1[C:12]2[N:13]([CH:15]=[N:16][N:17]=2)[N:14]=[C:9]([N:6]2[CH2:7][CH2:8][C:3](=[O:2])[CH2:4][CH2:5]2)[CH:10]=1. Reported procedure: A solution of 62.5 g of 6-(4,4-ethylenedioxy-1-piperidinyl)-8-methyl-1,2,4-triazolo [4,3-b]pyridazine in 350 ml of aqueous 10% acetic acid was refluxed for 7 hours. The solvent was then evaporated under reduced pressure and the residue was taken up in 1100 ml of boiling ethanol. The ethanol solution was concentrated to 600 ml and cooled in an ice bath. The crystalline solid which formed was separated by filtration, washed with fresh ethanol and then with ethyl ether and dried to give 1-(8-methyl... Reactants: NC=1C=CC(=C(C1)[C@]1(N=C(OC[C@@H]1F)N)C)F ((4R,5R)-4-(5-amino-2-fluoro-phenyl)-5-fluoro-4-methyl-5,6-dihydro-4H-[1,3]oxazin-2-ylamine), ClC=1SC(=CN1)C(=O)O (2-chloro-thiazole-5-carboxylic acid). Product: NC=1OC[C@@H]([C@@](N1)(C)C=1C=C(C=CC1F)NC(=O)C1=CN=C(S1)Cl)F (2-Chloro-thiazole-5-carboxylic acid [3-((4R,5R)-2-amino-5-fluoro-4-methyl-5,6-dihydro-4H-[1,3]oxazin-4-yl)-4-fluoro-phenyl]-amide). As a reaction SMILES: [NH2:1][C:2]1[CH:3]=[CH:4][C:5]([F:17])=[C:6]([C@:8]2([CH3:16])[C@@H:13]([F:14])[CH2:12][O:11][C:10]([NH2:15])=[N:9]2)[CH:7]=1.[Cl:18][C:19]1[S:20][C:21]([C:24](O)=[O:25])=[CH:22][N:23]=1>>[NH2:15][C:10]1[O:11][CH2:12][C@H:13]([F:14])[C@:8]([C:6]2[CH:7]=[C:2]([NH:1][C:24]([C:21]3[S:20][C:19]([Cl:18])=[N:23][CH:22]=3)=[O:25])[CH:3]=[CH:4][C:5]=2[F:17])([CH3:16])[N:9]=1. Procedure details: The condensation of (4R,5R)-4-(5-amino-2-fluoro-phenyl)-5-fluoro-4-methyl-5,6-dihydro-4H-[1,3]oxazin-2-ylamine (intermediate A8.2) and 2-chloro-thiazole-5-carboxylic acid (CAS 101012-12-8) following procedure I yielded the title compound as a white solid. MS (ISP): m/z=387.2 [M+H]+. Starting materials: CN1CC=2N(C3=C(C1=O)N=CC=C3)C=NC2 (4,5-dihydro-5-methyl-6H-imidazo[1,5-a]pyrido[2,3-f][1,4]diazepin-6-one), ClN1C(CCC1=O)=O (N-chlorosuccinimide). Solvent: CN(C=O)C (dimethylformamide). Conditions: time 30 minute. Yields the product ClC=1N=CN2C1CN(C(C1=C2C=CC=N1)=O)C (3-chloro-4,5-dihydro-5-methyl-6H-imidazo[1,5-a]pyrido[2,3-f][1,4]diazepin-6-one). Reaction SMILES: [CH3:1][N:2]1[C:8](=[O:9])[C:7]2[N:10]=[CH:11][CH:12]=[CH:13][C:6]=2[N:5]2[CH:14]=[N:15][CH:16]=[C:4]2[CH2:3]1.[Cl:17]N1C(=O)CCC1=O>CN(C)C=O>[Cl:17][C:16]1[N:15]=[CH:14][N:5]2[C:6]3[CH:13]=[CH:12][CH:11]=[N:10][C:7]=3[C:8](=[O:9])[N:2]([CH3:1])[CH2:3][C:4]=12. Reported procedure: 0.56 g (2.6 mmol) of 4,5-dihydro-5-methyl-6H-imidazo[1,5-a]pyrido[2,3-f][1,4]diazepin-6-one and 0.35 g (2.6 mmol) of N-chlorosuccinimide are treated with 10 ml of dimethylformamide and the mixture is stirred at 90°-100° for 30 minutes. After evaporation to dryness, the residue is chromatographed on silica gel using chloroform containing 4% methanol for the elution. After recrystallization from ethyl acetate, there is obtained 3-chloro-4,5-dihydro-5-methyl-6H-imidazo[1,5-a]pyrido[2,3-f][1,4]diaze...